This data is from the Open Reaction Database (ORD), a public repository of structured organic reaction records. The task is: describe an organic reaction: reactants, conditions, products, and yield Starting materials: CCCCCCCCCCC(=O)OC.O1COCC1 (Methyl 11-undecanoate [1,3]dioxolane), CO (CH3OH), cyclic acetal, O=CCCCCCCCCCC(=O)OC (methyl 11-oxoundecanoate). The product is CC(CCCCCCCC=CCCCCCCCCC)(C(=O)O)C(=O)O (1,18-Dimethyl-9-octadecenedicarboxylic acid). Reaction SMILES: [CH3:1][CH2:2][CH2:3][CH2:4][CH2:5][CH2:6][CH2:7][CH2:8][CH2:9][CH2:10][C:11]([O:13]C)=[O:12].[O:15]1CC[O:17][CH2:16]1.O=[CH:21][CH2:22][CH2:23][CH2:24][CH2:25][CH2:26][CH2:27][CH2:28][CH2:29]CC(OC)=O.[CH3:35]O>>[CH3:35][C:10]([C:11]([OH:13])=[O:12])([C:16]([OH:15])=[O:17])[CH2:9][CH2:8][CH2:7][CH2:6][CH2:5][CH2:4][CH2:3][CH:2]=[CH:1][CH2:21][CH2:22][CH2:23][CH2:24][CH2:25][CH2:26][CH2:27][CH2:28][CH3:29] |f:0.1|. Procedure details: Methyl 11-undecanoate-[1,3]dioxolane (the cyclic acetal of methyl 11-oxoundecanoate): MS (ESI-positive, CH3OH, m/z): 281.2 (MNa+, calc. 281.4). The reactants are FC(OC1=NC(=NC(=C1)OC)OC1=C(C(=O)O)C(=CC=C1)OC1=NC(=CC(=N1)OC)OC)F (2-(4-difluoromethoxy-6-methoxypyrimidin-2-yl)oxy-6-(4,6-dimethoxypyrimidin-2-yl)oxybenzoic acid), [H-].[Na+] (sodium hydride), ClCOC (chloromethylmethylether). The solvent is CN(C=O)C (N,N-dimethylformamide). Product: FC(OC1=NC(=NC(=C1)OC)OC1=C(C(=O)OCOC)C(=CC=C1)OC1=NC(=CC(=N1)OC)OC)F (methoxymethyl 2-(4-difluoromethoxy-6-methoxypyrimidin-2-yl)oxy-6-(4,6-dimethoxypyrimidin-2-yl)oxybenzoate). Isolated yield 82.5%. RXN SMILES: [F:1][CH:2]([F:33])[O:3][C:4]1[CH:9]=[C:8]([O:10][CH3:11])[N:7]=[C:6]([O:12][C:13]2[CH:21]=[CH:20][CH:19]=[C:18]([O:22][C:23]3[N:28]=[C:27]([O:29][CH3:30])[CH:26]=[C:25]([O:31][CH3:32])[N:24]=3)[C:14]=2[C:15]([OH:17])=[O:16])[N:5]=1.[H-].[Na+].Cl[CH2:37][O:38][CH3:39]>CN(C)C=O>[F:33][CH:2]([F:1])[O:3][C:4]1[CH:9]=[C:8]([O:10][CH3:11])[N:7]=[C:6]([O:12][C:13]2[CH:21]=[CH:20][CH:19]=[C:18]([O:22][C:23]3[N:24]=[C:25]([O:31][CH3:32])[CH:26]=[C:27]([O:29][CH3:30])[N:28]=3)[C:14]=2[C:15]([O:17][CH2:37][O:38][CH3:39])=[O:16])[N:5]=1 |f:1.2|. Procedure details: 0.9 g of (1.9 mmol) of 2-(4-difluoromethoxy-6-methoxypyrimidin-2-yl)oxy-6-(4,6-dimethoxypyrimidin-2-yl)oxybenzoic acid, 0.1 g of 60% sodium hydride and 0.2 g of chloromethylmethylether were reacted in N,N-dimethylformamide, treated and purified in the same manner as in Example 1 to obtain 0.8 g of a colorless transparent viscous liquid having a refractive index of nD20 =1.5389. Reactants: C12C(C3CC(CC(C1)C3)C2)N2NC(C2=O)(C)C (2-(Adamantan-2-yl)-4,4-dimethyl-1,2-diazetidin-3-one), ClC=1C=C(C=CC1)S(=O)(=O)Cl (3-chlorobenzen sulfonyl chloride). Yields the product ClC=1C=C(C=CC1)S(=O)(=O)N1N(C(C1(C)C)=O)C1C2CC3CC(CC1C3)C2 (1-[(3-chlorophenyl)sulfonyl]-4,4-dimethyl-2-(adamantan-2-yl)-1,2-diazetidin-3-one). RXN SMILES: [CH:1]12[CH2:10][CH:5]3[CH2:6][CH:7]([CH2:9][CH:3]([CH2:4]3)[CH:2]1[N:11]1[C:14](=[O:15])[C:13]([CH3:17])([CH3:16])[NH:12]1)[CH2:8]2.[Cl:18][C:19]1[CH:20]=[C:21]([S:25](Cl)(=[O:27])=[O:26])[CH:22]=[CH:23][CH:24]=1>>[Cl:18][C:19]1[CH:20]=[C:21]([S:25]([N:12]2[C:13]([CH3:17])([CH3:16])[C:14](=[O:15])[N:11]2[CH:2]2[CH:3]3[CH2:4][CH:5]4[CH2:6][CH:7]([CH2:8][CH:1]2[CH2:10]4)[CH2:9]3)(=[O:27])=[O:26])[CH:22]=[CH:23][CH:24]=1. Reported procedure: 2-(Adamantan-2-yl)-4,4-dimethyl-1,2-diazetidin-3-one prepared in Process 5 of Example 12 and 3-chlorobenzen sulfonyl chloride were used for a similar reaction and treatment as Example 169, and the title compound was obtained as a white crystalline powder. Reactants: [H-], CCNc1ccc([N+](=O)[O-])cc1[N+](=O)[O-], [Na+], CN(C)C=O, O, Cc1ccc(S(=O)(=O)Cl)cc1. The product is CCN(c1ccc([N+](=O)[O-])cc1[N+](=O)[O-])S(=O)(=O)c1ccc(C)cc1. As a reaction SMILES: [H-:1].[N+:3](=[O:4])([O-:5])[c:6]1[c:7]([NH:8][CH2:9][CH3:10])[cH:11][cH:12][c:13]([N+:15](=[O:16])[O-:17])[cH:14]1.[Na+:2].[O:30]=[CH:31][N:32]([CH3:33])[CH3:34].[OH2:29].[c:18]1([CH3:28])[cH:19][cH:20][c:21]([S:24](=[O:25])(=[O:26])[Cl:27])[cH:22][cH:23]1>>[N+:3](=[O:4])([O-:5])[c:6]1[c:7]([N:8]([CH2:9][CH3:10])[S:24]([c:21]2[cH:20][cH:19][c:18]([CH3:28])[cH:23][cH:22]2)(=[O:25])=[O:26])[cH:11][cH:12][c:13]([N+:15](=[O:16])[O-:17])[cH:14]1.